From a dataset of the Open Reaction Database (ORD), a public repository of structured organic reaction records. describe an organic reaction: reactants, conditions, products, and yield The reactants are ClCC=1SC2=NC=CC=C2N1 (2-(chloromethyl)[1,3]thiazolo[5,4-b]pyridine), N1=C(C=CC=C1)N1CCNCC1 (1-(2-pyridinyl)piperazine), CCN(C(C)C)C(C)C (DIEA). Product: N1=C(C=CC=C1)N1CCN(CC1)CC=1SC2=NC=CC=C2N1 (2-{[4-(2-pyridinyl)-1-piperazinyl]methyl}[1,3]thiazolo[5,4-b]pyridine). RXN SMILES: Cl[CH2:2][C:3]1[S:4][C:5]2[C:10]([N:11]=1)=[CH:9][CH:8]=[CH:7][N:6]=2.[N:12]1[CH:17]=[CH:16][CH:15]=[CH:14][C:13]=1[N:18]1[CH2:23][CH2:22][NH:21][CH2:20][CH2:19]1.CCN(C(C)C)C(C)C>>[N:12]1[CH:17]=[CH:16][CH:15]=[CH:14][C:13]=1[N:18]1[CH2:19][CH2:20][N:21]([CH2:2][C:3]2[S:4][C:5]3[C:10]([N:11]=2)=[CH:9][CH:8]=[CH:7][N:6]=3)[CH2:22][CH2:23]1. Procedure: The product from Example 38A (150 mg, 0.81 mmol), 1-(2-pyridinyl)piperazine (160 mg, 0.98 mmol), and DIEA (280 μL, 1.6 mmol) were processed as described in Example 38B to provide the title compound. 1H NMR (300 MHz, DMSO-d6) δ 2.80 (m, 4H) 3.55 (m, 4H) 4.04 (s, 2H) 6.63 (m, 1H) 6.81 (m, 1H) 7.53 (m, 2H) 8.11 (m, 1H) 8.33 (dd, J=8.14, 1.70 Hz, 1H) 8.59 (dd, J=4.58, 1.53 Hz, 1H); (ESI) m/z 312 (M+H)+. The product is ClC1=C(C=CC=C1)N1N=CC=2C1=NC=NC2O[C@H](C(=O)OC)CO[C@@H](COC)C ((2S)-methyl 2-(1-(2-chlorophenyl)-1H-pyrazolo[3,4-d]pyrimidin-4-yloxy)-3-((R)-1-methoxypropan-2-yloxy)propanoate). Reactants: C(CC(O)(C(=O)O)CC(=O)O)(=O)O (citric acid), [H-].[Na+] (Sodium hydride), O[C@H](C(=O)OC)CO[C@@H](COC)C ((S)-methyl 2-hydroxy-3-((R)-1-methoxypropan-2-yloxy)propanoate), ClC1=C2C(=NC=N1)N(N=C2)C2=C(C=CC=C2)Cl (4-chloro-1-(2-chlorophenyl)-1H-pyrazolo[3,4-d]pyrimidine), ClC1=C2C(=NC=N1)N(N=C2)C2=C(C=CC=C2)Cl (4-chloro-1-(2-chlorophenyl)-1H-pyrazolo[3,4-d]pyrimidine). Procedure: Sodium hydride (94 mg, 2.34 mmol) was added to (S)-methyl 2-hydroxy-3-((R)-1-methoxypropan-2-yloxy)propanoate (Intermediate Y6) (300 mg, 1.56 mmol) in anhydrous THF (5 mL) at 0° C. under nitrogen. The resulting solution was stirred at 0° C. for 10 minutes and then 4-chloro-1-(2-chlorophenyl)-1H-pyrazolo[3,4-d]pyrimidine (Intermediate B1) (538 mg, 2.03 mmol) was added. The reaction mixture was allowed to warm up to room temperature and stirred for 30 minutes. The reaction mixture was neutralized ... Yield: 54.5%. Reaction SMILES: [H-].[Na+].[OH:3][C@@H:4]([CH2:9][O:10][C@H:11]([CH3:15])[CH2:12][O:13][CH3:14])[C:5]([O:7][CH3:8])=[O:6].Cl[C:17]1[N:22]=[CH:21][N:20]=[C:19]2[N:23]([C:26]3[CH:31]=[CH:30][CH:29]=[CH:28][C:27]=3[Cl:32])[N:24]=[CH:25][C:18]=12.C(O)(=O)CC(CC(O)=O)(C(O)=O)O>C1COCC1.C(OCC)(=O)C>[Cl:32][C:27]1[CH:28]=[CH:29][CH:30]=[CH:31][C:26]=1[N:23]1[C:19]2=[N:20][CH:21]=[N:22][C:17]([O:3][C@@H:4]([CH2:9][O:10][C@H:11]([CH3:15])[CH2:12][O:13][CH3:14])[C:5]([O:7][CH3:8])=[O:6])=[C:18]2[CH:25]=[N:24]1 |f:0.1|. Reaction conditions: temperature 0 celsius, time 10 minute. Run in C(C)(=O)OCC (ethyl acetate), C1CCOC1 (THF). The reactants are OCCC=1NC2=CC=C(C=C2C1)CC(=O)OC (methyl 2-(2-hydroxyethyl)indole-5-acetate), FC(C1=CC=C(OC2=CC(=C(C=C2)O)CCC)C=C1)(F)F (4-(4-trifluoromethylphenoxy)-2-propylphenol). The product is FC(C1=CC=C(OC2=CC(=C(OCCC=3NC4=CC=C(C=C4C3)CC(=O)O)C=C2)CCC)C=C1)(F)F (2-(2-(4-(4-trifluoromethylphenoxy)-2-propylphenoxy)ethyl)indole-5-acetic Acid). RXN SMILES: [OH:1][CH2:2][CH2:3][C:4]1[NH:5][C:6]2[C:11]([CH:12]=1)=[CH:10][C:9]([CH2:13][C:14]([O:16]C)=[O:15])=[CH:8][CH:7]=2.[F:18][C:19]([F:38])([F:37])[C:20]1[CH:36]=[CH:35][C:23]([O:24][C:25]2[CH:30]=[CH:29][C:28](O)=[C:27]([CH2:32][CH2:33][CH3:34])[CH:26]=2)=[CH:22][CH:21]=1>>[F:18][C:19]([F:37])([F:38])[C:20]1[CH:36]=[CH:35][C:23]([O:24][C:25]2[CH:30]=[CH:29][C:28]([O:1][CH2:2][CH2:3][C:4]3[NH:5][C:6]4[C:11]([CH:12]=3)=[CH:10][C:9]([CH2:13][C:14]([OH:16])=[O:15])=[CH:8][CH:7]=4)=[C:27]([CH2:32][CH2:33][CH3:34])[CH:26]=2)=[CH:22][CH:21]=1. Procedure: Using the procedures in Example 15, steps F and G, the title compound was prepared from methyl 2-(2-hydroxyethyl)indole-5-acetate and 4-(4-trifluoromethylphenoxy)-2-propylphenol. Starting materials: CO, Cl, [Na+], COC(=O)COc1cccc2c(CNC(=O)COc3ccccc3)coc12, [OH-], O. Product: O=C(O)COc1cccc2c(CNC(=O)COc3ccccc3)coc12. As a reaction SMILES: [CH3:32][OH:33].[ClH:30].[Na+:29].[O:1]([c:2]1[cH:3][cH:4][cH:5][cH:6][cH:7]1)[CH2:8][C:9](=[O:10])[NH:11][CH2:12][c:13]1[cH:14][o:15][c:16]2[c:17]1[cH:18][cH:19][cH:20][c:21]2[O:22][CH2:23][C:24](=[O:25])[O:26][CH3:27].[OH-:28].[OH2:31]>>[O:1]([c:2]1[cH:3][cH:4][cH:5][cH:6][cH:7]1)[CH2:8][C:9](=[O:10])[NH:11][CH2:12][c:13]1[cH:14][o:15][c:16]2[c:17]1[cH:18][cH:19][cH:20][c:21]2[O:22][CH2:23][C:24](=[O:25])[OH:26].